This data is from the Open Reaction Database (ORD), a public repository of structured organic reaction records. The task is: describe an organic reaction: reactants, conditions, products, and yield Starting materials: ClC=1C=CC(=C(C1)N)SC (5-chloro-2-methylsulfanyl-phenylamine), COC1OC(CC1)OC (2,5-dimethoxy-tetrahydro-furan), OS(=O)(=O)O (H2SO4), [BH4-].[Na+] (NaBH4), [OH-].[Na+] (NaOH), [OH-].[Na+] (NaOH). The solvent is C1CCOC1 (THF), CO (MeOH), C1CCOC1 (THF), O (water). Conditions: temperature 0 celsius, time 8 hour. The product is ClC=1C=CC(=C(C1)N1CCCC1)SC (1-(5-chloro-2-methylsulfanyl-phenyl)-pyrrolidine). Isolated yield 7.8%. RXN SMILES: [Cl:1][C:2]1[CH:3]=[CH:4][C:5]([S:9][CH3:10])=[C:6]([NH2:8])[CH:7]=1.CO[CH:13]1[CH2:17][CH2:16][CH:15](OC)O1.OS(O)(=O)=O.[BH4-].[Na+].[OH-].[Na+]>C1COCC1.CO.O>[Cl:1][C:2]1[CH:3]=[CH:4][C:5]([S:9][CH3:10])=[C:6]([N:8]2[CH2:13][CH2:17][CH2:16][CH2:15]2)[CH:7]=1 |f:3.4,5.6|. Procedure details: To a tan solution of 5-chloro-2-methylsulfanyl-phenylamine (5.4 g, 31 mmol.) in THF (35 mL) and MeOH (35 mL) was added dropwise a solution of 2,5-dimethoxy-tetrahydro-furan (5.3 mL, 40 mmol) and 2.5 M H2SO4 (31 mL, 78 mmol) in THF (45 mL) via addition funnel over 1 h. The reaction was cooled to 0° C. and NaBH4 (4.7 g, 124 mmol) was added portionwise over 1 h with vigorous stirring. The reaction mixture was allowed to slowly warm to room temperature, stirred at room temperature overnight, diluted...